describe an organic reaction: reactants, conditions, products, and yield From a dataset of the Open Reaction Database (ORD), a public repository of structured organic reaction records. Starting materials: CCCCc1ncc(C=C2NC(=O)N(CCCC)C2=O)n1Cc1ccc(C(=O)OC)cc1, ClCc1cscn1, Cl, [H-], [Na+], CN(C)C=O. Product: CCCCc1ncc(C=C2C(=O)N(CCCC)C(=O)N2Cc2cscn2)n1Cc1ccc(C(=O)OC)cc1, Cl. RXN SMILES: [CH2:1]([CH2:2][CH2:3][CH3:4])[c:5]1[n:6]([CH2:22][c:23]2[cH:24][cH:25][c:26]([C:27](=[O:28])[O:29][CH3:30])[cH:31][cH:32]2)[c:7]([CH:10]=[C:11]2[NH:12][C:13](=[O:21])[N:14]([CH2:17][CH2:18][CH2:19][CH3:20])[C:15]2=[O:16])[cH:8][n:9]1.[Cl:36][CH2:37][c:38]1[n:39][cH:40][s:41][cH:42]1.[ClH:35].[H-:33].[Na+:34].[O:43]=[CH:44][N:45]([CH3:46])[CH3:47]>>[CH2:1]([CH2:2][CH2:3][CH3:4])[c:5]1[n:6]([CH2:22][c:23]2[cH:24][cH:25][c:26]([C:27](=[O:28])[O:29][CH3:30])[cH:31][cH:32]2)[c:7]([CH:10]=[C:11]2[N:12]([CH2:37][c:38]3[n:39][cH:40][s:41][cH:42]3)[C:13](=[O:21])[N:14]([CH2:17][CH2:18][CH2:19][CH3:20])[C:15]2=[O:16])[cH:8][n:9]1.[ClH:36]. Reactants: FC1(OC2=C(O1)C=CC(=C2)C2(CC2)C(=O)Cl)F (1-(2,2-difluorobenzo[d][1,3]dioxol-5-yl)cyclopropanecarbonyl chloride), amine, NC1=NC(=C(C(=O)OC)C=C1)C1=CC(=CC=C1)C(=O)OC(C)(C)C (methyl 6-amino-2-(3-(tert-butoxycarbonyl)phenyl)nicotinate), FC1(OC2=C(O1)C=CC(=C2)C2(CC2)C(=O)Cl)F (1-(2,2-difluorobenzo[d][1,3]dioxol-5-yl)cyclopropanecarbonyl chloride). Solvent: N1=CC=CC=C1 (pyridine), C(Cl)Cl (CH2Cl2). Conditions: time 7 hour. The product is C(C)(C)(C)OC(=O)C=1C=C(C=CC1)C1=C(C(=O)OC)C=CC(=N1)NC(=O)C1(CC1)C1=CC2=C(OC(O2)(F)F)C=C1 (methyl 2-(3-(tert-butoxycarbonyl)phenyl)-6-(1-(2,2-difluorobenzo[d][1,3]dioxol-5-yl)cyclopropanecarboxamido)nicotinate). Isolated yield 67.9%. RXN SMILES: [NH2:1][C:2]1[CH:11]=[CH:10][C:5]([C:6]([O:8][CH3:9])=[O:7])=[C:4]([C:12]2[CH:17]=[CH:16][CH:15]=[C:14]([C:18]([O:20][C:21]([CH3:24])([CH3:23])[CH3:22])=[O:19])[CH:13]=2)[N:3]=1.[F:25][C:26]1([F:41])[O:30][C:29]2[CH:31]=[CH:32][C:33]([C:35]3([C:38](Cl)=[O:39])[CH2:37][CH2:36]3)=[CH:34][C:28]=2[O:27]1>N1C=CC=CC=1.C(Cl)Cl>[C:21]([O:20][C:18]([C:14]1[CH:13]=[C:12]([C:4]2[N:3]=[C:2]([NH:1][C:38]([C:35]3([C:33]4[CH:32]=[CH:31][C:29]5[O:30][C:26]([F:41])([F:25])[O:27][C:28]=5[CH:34]=4)[CH2:37][CH2:36]3)=[O:39])[CH:11]=[CH:10][C:5]=2[C:6]([O:8][CH3:9])=[O:7])[CH:17]=[CH:16][CH:15]=1)=[O:19])([CH3:24])([CH3:23])[CH3:22]. Procedure: A solution of methyl 6-amino-2-(3-(tert-butoxycarbonyl)phenyl)nicotinate (400 mg, 1.2 mmol) and 1-(2,2-difluorobenzo[d][1,3]dioxol-5-yl)cyclopropanecarbonyl chloride (630 mg, 2.4 mmol) in pyridine (12 mL) was stirred at room temperature for 3 days and then at 90° C. for 7 hours. Additional 1-(2,2-difluorobenzo[d][1,3]dioxol-5-yl)cyclopropanecarbonyl chloride (320 mg, 1.2 mmol) was added and the reaction was heated at 90° C. for 12 hours until the amine was completely consumed. The reaction mixtu... Starting materials: C(C)OC(C1=CC=C(C=C1)NC(C(C1CCCCC1)N1C(=NC2=C1C=C(C(=C2)F)F)C2=CC=C(C=C2)Cl)=O)=O (4-{2-[2-(4-chloro-phenyl)-5,6-difluoro-benzoimidazol-1-yl]-2-cyclohexyl-acetylamino}-benzoic acid ethyl ester), ClC1=CC=C(C=C1)C1=NC2=C(N1C(C(=O)O)C1CCCCC1)C=C(C(=C2)F)F ([2-(4-chloro-phenyl)-5,6-difluoro-benzoimidazol-1-yl]-cyclohexyl-acetic acid), NC1=C(C=C(C(=O)OC)C=C1)F (methyl 4-amino-3-fluorobenzoate). Reagents/catalysts: CN(C1=CC=NC=C1)C (4-(dimethylamino)pyridine). Yields the product COC(C1=CC(=C(C=C1)NC(C(C1CCCCC1)N1C(=NC2=C1C=C(C(=C2)F)F)C2=CC=C(C=C2)Cl)=O)F)=O (4-{2-[2-(4-Chloro-phenyl)-5,6-difluoro-benzoimidazol-1-yl]-2-cyclohexyl-acetylamino}-3-fluoro-benzoic acid methyl ester). RXN SMILES: [CH2:1]([O:3][C:4](=[O:39])[C:5]1[CH:10]=[CH:9][C:8]([NH:11][C:12](=[O:38])[CH:13]([N:20]2[C:24]3[CH:25]=[C:26]([F:30])[C:27]([F:29])=[CH:28][C:23]=3[N:22]=[C:21]2[C:31]2[CH:36]=[CH:35][C:34]([Cl:37])=[CH:33][CH:32]=2)[CH:14]2[CH2:19][CH2:18][CH2:17][CH2:16][CH2:15]2)=[CH:7][CH:6]=1)C.ClC1C=CC(C2N(C(C3CCCCC3)C(O)=O)C3C=C(F)C([F:66])=CC=3N=2)=CC=1.NC1C=CC(C(OC)=O)=CC=1F>CN(C)C1C=CN=CC=1>[CH3:1][O:3][C:4](=[O:39])[C:5]1[CH:10]=[CH:9][C:8]([NH:11][C:12](=[O:38])[CH:13]([N:20]2[C:24]3[CH:25]=[C:26]([F:30])[C:27]([F:29])=[CH:28][C:23]=3[N:22]=[C:21]2[C:31]2[CH:36]=[CH:35][C:34]([Cl:37])=[CH:33][CH:32]=2)[CH:14]2[CH2:15][CH2:16][CH2:17][CH2:18][CH2:19]2)=[C:7]([F:66])[CH:6]=1. Procedure: This compound was prepared in analogy to example 22, intermediate d, from [2-(4-chloro-phenyl)-5,6-difluoro-benzoimidazol-1-yl]-cyclohexyl-acetic acid, methyl 4-amino-3-fluorobenzoate and using 4-(dimethylamino)pyridine as base. Reactants: F[B-](F)(F)F, CC1(C(=O)O)CC1, CCN(C(C)C)C(C)C, Cl, CN(C)C=O, O=C1C2CNCCN2C(=O)N1C1CC1c1ccccc1, CN(C)C(On1nnc2ccccc21)=[N+](C)C. Product: CC1(C(=O)N2CCN3C(=O)N(C4CC4c4ccccc4)C(=O)C3C2)CC1. As a reaction SMILES: [B-:38]([F:39])([F:40])([F:41])[F:42].[CH3:22][C:23]1([C:26](=[O:27])[OH:28])[CH2:24][CH2:25]1.[CH:29]([N:30]([CH2:31][CH3:32])[CH:33]([CH3:34])[CH3:35])([CH3:36])[CH3:37].[ClH:21].[O:60]=[CH:61][N:62]([CH3:63])[CH3:64].[c:1]1([CH:7]2[CH:8]([N:10]3[C:11](=[O:20])[N:12]4[CH:13]([CH2:14][NH:15][CH2:16][CH2:17]4)[C:18]3=[O:19])[CH2:9]2)[cH:2][cH:3][cH:4][cH:5][cH:6]1.[n:43]1([O:44][C:45]([N:46]([CH3:47])[CH3:48])=[N+:49]([CH3:50])[CH3:51])[c:52]2[cH:53][cH:54][cH:55][cH:56][c:57]2[n:58][n:59]1>>[c:1]1([CH:7]2[CH:8]([N:10]3[C:11](=[O:20])[N:12]4[CH:13]([CH2:14][N:15]([C:26]([C:23]5([CH3:22])[CH2:24][CH2:25]5)=[O:27])[CH2:16][CH2:17]4)[C:18]3=[O:19])[CH2:9]2)[cH:2][cH:3][cH:4][cH:5][cH:6]1. The reactants are [N+](=O)([O-])C1=CC=C(N)C=C1 (p-nitroaniline), NC1=CC=CC=C1 (aniline), C(CCCCCCCCCCC)C1=C(C=CC=C1)S(=O)(=O)O (dodecylbenzene sulfonic acid), N(=O)[O-].[Na+] (NaNO2). Yields the product C1=CC(=CC=C1N)N=NC2=CC=C(C=C2)[N+](=O)[O-] (Disperse Orange 3). Reaction SMILES: [N+:1]([C:4]1[CH:10]=[CH:9][C:7]([NH2:8])=[CH:6][CH:5]=1)([O-:3])=[O:2].C(C1C=CC=CC=1S(O)(=O)=O)CCCCCCCCCCC.[N:33]([O-])=O.[Na+].[NH2:37][C:38]1[CH:43]=[CH:42][CH:41]=[CH:40][CH:39]=1>>[CH:43]1[C:38]([NH2:37])=[CH:39][CH:40]=[C:41]([N:33]=[N:8][C:7]2[CH:9]=[CH:10][C:4]([N+:1]([O-:3])=[O:2])=[CH:5][CH:6]=2)[CH:42]=1 |f:2.3|. Reported procedure: 13.8 grams of p-nitroaniline from Aldrich were added to 70 grams of alpha-methylnaphthylene from Crowley Chemical Company, New York, N.Y. and 49 grams of dodecylbenzene sulfonic acid from Pilot and the mixture was stirred at 45° C. until all ingredients had dissolved. Seven grams of NaNO2 from Pfaltz and Bauer were then added and the mix allowed to stir for twenty minutes and heated to 55° C. at which time 9.3 grams of aniline from Kessler Chemical of Pipersville, Pa. was added. The mixture imme... Starting materials: O=C(O)c1ccccc1Cc1ccccc1, CC(=O)c1ccc(N)cc1. Reagents/catalysts: C1CCC(CC1)N=C=NC2CCCCC2 (DCC), CCN(C(C)C)C(C)C (DIPEA), C1CC(=O)N(C1=O)O (N-Hydroxysuccinimide). Solvent: CN(C)C=O (DMF), CN(C)C=O (DMF), CN(C)C=O (DMF), CN(C)C=O (DMF), CN(C)C=O (DMF), CN(C)C=O (DMF). Conditions: temperature 25 celsius, time 2 hour. The product is CC(=O)c1ccc(NC(=O)c2ccccc2Cc2ccccc2)cc1. Yield: 0.3%. RXN SMILES: CC(=O)c1ccc(N)cc1.O=C(O)c1ccccc1Cc1ccccc1.C1CCC(CC1)N=C=NC2CCCCC2.C1CC(=O)N(C1=O)O.CCN(C(C)C)C(C)C.CN(C)C=O>>CC(=O)c1ccc(NC(=O)c2ccccc2Cc2ccccc2)cc1. Starting materials: N1C(CC2=CC=CC=C12)=O (indolinone), ammonia ice, CN(C=O)C (dimethylformamide), [H-].[Na+] (sodium hydride), N(=NC(=O)OCC1=CC=CC=C1)C(=O)OCC1=CC=CC=C1 (dibenzyl azodicarboxylate). Run at temperature 5 celsius, time 20 minute. Yields the product C(C1=CC=CC=C1)OC(=O)N(NC(=O)OCC1=CC=CC=C1)C1(C(N(C2=CC=CC=C12)C1=CC=CC=C1)=O)C (1,2-di(benzyloxycarbonyl)-1-(2,3-dihydro-3-methyl-1-phenyl-2-oxo-1H-indol-3-yl)-hydrazine). As a reaction SMILES: N1[C:9]2[C:4](=[CH:5][CH:6]=[CH:7][CH:8]=2)[CH2:3]C1=O.[H-].[Na+].[N:13]([C:25]([O:27][CH2:28][C:29]1[CH:34]=[CH:33][CH:32]=[CH:31][CH:30]=1)=[O:26])=[N:14][C:15]([O:17][CH2:18][C:19]1[CH:24]=[CH:23][CH:22]=[CH:21][CH:20]=1)=[O:16].[CH3:35][N:36]([CH3:39])[CH:37]=[O:38]>>[CH2:28]([O:27][C:25]([N:13]([C:4]1([CH3:3])[C:9]2[C:35](=[CH:5][CH:6]=[CH:7][CH:8]=2)[N:36]([C:39]2[CH:8]=[CH:9][CH:4]=[CH:5][CH:6]=2)[C:37]1=[O:38])[NH:14][C:15]([O:17][CH2:18][C:19]1[CH:24]=[CH:23][CH:22]=[CH:21][CH:20]=1)=[O:16])=[O:26])[C:29]1[CH:34]=[CH:33][CH:32]=[CH:31][CH:30]=1 |f:1.2|. Procedure: After 8.5 g (0.00385 mole) of the indolinone derivative obtained in the above Reference example 18 were dissolved in 60 ml of dimethylformamide and 1.92 g (0.00502 mole) of sodium hydride (a 62.7% mineral oil dispersion) were added to the solution under argon atmosphere under ice cooling, the mixture was stirred at 5° C. for 20 minutes. Next, to the mixture was added 13.6 g of dibenzyl azodicarboxylate, and the mixture was stirred at room temperature for 30 minutes. After completion of the react...